The task is: describe an organic reaction: reactants, conditions, products, and yield. This data is from the Open Reaction Database (ORD), a public repository of structured organic reaction records. Starting materials: CCC(C)(C)C(=O)OCc1cccc(C)c1OCCSc1ccc(C(=O)C(=O)OC)cc1, CO, [Na+], C1CCOC1, [OH-], O. Yields the product CCC(C)(C)C(=O)OCc1cccc(C)c1OCCSc1ccc(C(=O)C(=O)O)cc1. RXN SMILES: [CH3:1][O:2][C:3]([C:4]([c:5]1[cH:6][cH:7][c:8]([S:11][CH2:12][CH2:13][O:14][c:15]2[c:16]([CH2:22][O:23][C:24]([C:25]([CH2:26][CH3:27])([CH3:28])[CH3:29])=[O:30])[cH:17][cH:18][cH:19][c:20]2[CH3:21])[cH:9][cH:10]1)=[O:31])=[O:32].[CH3:35][OH:36].[Na+:34].[O:37]1[CH2:38][CH2:39][CH2:40][CH2:41]1.[OH-:33].[OH2:42]>>[O:2]=[C:3]([C:4]([c:5]1[cH:6][cH:7][c:8]([S:11][CH2:12][CH2:13][O:14][c:15]2[c:16]([CH2:22][O:23][C:24]([C:25]([CH2:26][CH3:27])([CH3:28])[CH3:29])=[O:30])[cH:17][cH:18][cH:19][c:20]2[CH3:21])[cH:9][cH:10]1)=[O:31])[OH:32].